The task is: describe an organic reaction: reactants, conditions, products, and yield. This data is from the Open Reaction Database (ORD), a public repository of structured organic reaction records. The reactants are [N+](=O)([O-])C=1C=C(C=CC1)CC(=O)O (3-Nitrophenylacetic acid), C1(CCCCC1)N=C=NC1CCCCC1 (dicyclohexylcarbodiimide), OC1=CC(OC(=C1)C)=O (4-hydroxy-6-methyl-2-pyrone). Reagents/catalysts: CN(C1=CC=NC=C1)C (4-dimethylaminopyridine), CN(C1=CC=NC=C1)C (4-dimethylaminopyridine). Run in ClCCCl (1,2-dichloroethane). Reaction conditions: time 1 hour. Yields the product OC1=C(C(OC(=C1)C)=O)C(CC1=CC(=CC=C1)[N+](=O)[O-])=O (4-hydroxy-6-methyl-3-(3-nitrophenylacetyl)-2-pyrone). Yield: 57.6%. Reaction SMILES: [N+:1]([C:4]1[CH:5]=[C:6]([CH2:10][C:11]([OH:13])=O)[CH:7]=[CH:8][CH:9]=1)([O-:3])=[O:2].C1(N=C=NC2CCCCC2)CCCCC1.[OH:29][C:30]1[CH:35]=[C:34]([CH3:36])[O:33][C:32](=[O:37])[CH:31]=1>CN(C)C1C=CN=CC=1.ClCCCl>[OH:29][C:30]1[CH:35]=[C:34]([CH3:36])[O:33][C:32](=[O:37])[C:31]=1[C:11](=[O:13])[CH2:10][C:6]1[CH:7]=[CH:8][CH:9]=[C:4]([N+:1]([O-:3])=[O:2])[CH:5]=1. Procedure details: 3-Nitrophenylacetic acid (7.20 g, 39.6 mmol) and then dicyclohexylcarbodiimide (8.6 g, 42 mmol) were added to a 1,2-dichloroethane (100 ml) suspension of 4-hydroxy-6-methyl-2-pyrone (5.00 g, 39.6 mmol) at room temperature, then 4-dimethylaminopyridine (0.24 g, 2.0 mmol) added and stirring carried out for 1 hour at 60° C., after which further 4-dimethylaminopyridine (0.48 g, 4.0 mmol) was added and stirring performed for 6 hours at 60° C. While the solution was still warm, the dicyclohexylurea wa... Starting materials: C(=O)(O)[O-].[Na+] (NaHCO3), C(CO)(=O)OC (methyl glycolate), FC(F)(F)S(=O)(=O)O (trifluoromethyl-sulfonic acid), ClC(C(OCC1=CC=CC=C1)=N)(Cl)Cl (benzyl 2,2,2-trichloro-acetimidate). Run in C(Cl)Cl (CH2Cl2). Product: C(C1=CC=CC=C1)C(C(=O)OC)O (Methyl benzylglycolate). As a reaction SMILES: [C:1]([O:5][CH3:6])(=[O:4])[CH2:2][OH:3].FC(S(O)(=O)=O)(F)F.ClC(Cl)(Cl)C(=N)O[CH2:19][C:20]1[CH:25]=[CH:24][CH:23]=[CH:22][CH:21]=1.C([O-])(O)=O.[Na+]>C(Cl)Cl>[CH2:19]([CH:2]([OH:3])[C:1]([O:5][CH3:6])=[O:4])[C:20]1[CH:25]=[CH:24][CH:23]=[CH:22][CH:21]=1 |f:3.4|. Procedure details: To a solution containing methyl glycolate (2.5 mL, 32 mmol) and trifluoromethyl-sulfonic acid (150 mL) in CH2Cl2 (10 mL) was added benzyl 2,2,2-trichloro-acetimidate (7.0 mL, 37 mmol). After stirring for several min, the mixture was poured into aqueous NaHCO3 and extracted with Et2O. The organic extract was washed with saturated aqueous NaCl, dried (MgSO4) and concentrated under reduced pressure. The residue was purified by flash chromatography, eluting with a solvent gradient of 9-17% EtOAC/Hex... The reactants are C(C1=CC=CC=C1)(=O)NC(=O)N1C(CC2=CC=CC=C12)=O (N-benzoyl-2-oxindole-1-carboxamide), O1C(=CC=C1)C(=O)Cl (2-furoyl chloride), O (water), Cl (hydrochloric acid). The reagents and catalysts are CN(C)C1=CC=NC=C1 (4-(N,N-dimethylamino)pyridine). The solvent is CN(C=O)C (N,N-dimethylformamide), CN(C=O)C (N,N-dimethylformamide). Reaction conditions: time 30 minute. The product is C(C1=CC=CC=C1)(=O)NC(=O)N1C(C(C2=CC=CC=C12)C(=O)C=1OC=CC1)=O (N-Benzoyl-3-(2-furoyl)-2-oxindole-1-carboxamide). The yield is 78.5%. RXN SMILES: [C:1]([NH:9][C:10]([N:12]1[C:20]2[C:15](=[CH:16][CH:17]=[CH:18][CH:19]=2)[CH2:14][C:13]1=[O:21])=[O:11])(=[O:8])[C:2]1[CH:7]=[CH:6][CH:5]=[CH:4][CH:3]=1.[O:22]1[CH:26]=[CH:25][CH:24]=[C:23]1[C:27](Cl)=[O:28].O.Cl>CN(C1C=CN=CC=1)C.CN(C)C=O>[C:1]([NH:9][C:10]([N:12]1[C:20]2[C:15](=[CH:16][CH:17]=[CH:18][CH:19]=2)[CH:14]([C:27]([C:23]2[O:22][CH:26]=[CH:25][CH:24]=2)=[O:28])[C:13]1=[O:21])=[O:11])(=[O:8])[C:2]1[CH:7]=[CH:6][CH:5]=[CH:4][CH:3]=1. Reported procedure: To 30 ml of N,N-dimethylformamide was added, with stirring, 2.8 g (10 mmole) of N-benzoyl-2-oxindole-1-carboxamide, followed by 2.9 g (24 mmole) of 4-(N,N-dimethylamino)pyridine. The mixture was cooled in an ice-bath and then to it was added, dropwise, with stirring, during 10 minutes, a solution of 1.6 g (12 mmole) of 2-furoyl chloride in 10 ml of N,N-dimethylformamide. Stirring was continued for 30 minutes and then the reaction mixture was poured into a mixture prepared from 250 ml of water an... The reactants are BrB(Br)Br, CO, ClCCl, Cl, COc1ccc2c(c1)CCC1N=C(NC(=O)C3CCC(CNS(=O)(=O)c4ccccc4)CC3)CC21. Product: O=C(NC1=NC2CCc3cc(O)ccc3C2C1)C1CCC(CNS(=O)(=O)c2ccccc2)CC1. Reaction SMILES: [B:36]([Br:37])([Br:38])[Br:39].[CH3:44][OH:45].[Cl:41][CH2:42][Cl:43].[ClH:40].[c:1]1([S:7](=[O:8])(=[O:9])[NH:10][CH2:11][CH:12]2[CH2:13][CH2:14][CH:15]([C:18](=[O:19])[NH:20][C:21]3=[N:22][CH:23]4[CH2:24][CH2:25][c:26]5[c:27]([cH:30][cH:31][c:32]([O:34][CH3:35])[cH:33]5)[CH:28]4[CH2:29]3)[CH2:16][CH2:17]2)[cH:2][cH:3][cH:4][cH:5][cH:6]1>>[c:1]1([S:7](=[O:8])(=[O:9])[NH:10][CH2:11][CH:12]2[CH2:13][CH2:14][CH:15]([C:18](=[O:19])[NH:20][C:21]3=[N:22][CH:23]4[CH2:24][CH2:25][c:26]5[c:27]([cH:30][cH:31][c:32]([OH:34])[cH:33]5)[CH:28]4[CH2:29]3)[CH2:16][CH2:17]2)[cH:2][cH:3][cH:4][cH:5][cH:6]1. Reactants: Cl (hydrochloride), BrC=1C=2N(C=CC1)N=C(N2)Cl (8-bromo-2-chloro-[1,2,4]triazolo[1,5-a]pyridine), CS(=O)(=O)C1=C(CN)C=CC=C1 (2-methanesulfonyl-benzylamine). The product is ClC1=NN2C(C(=CC=C2)NCC2=C(C=CC=C2)S(=O)(=O)C)=N1 ((2-Chloro-[1,2,4]triazolo[1,5-a]pyridin-8-yl)-(2-methanesulfonyl-benzyl)-amine), solid. The yield is 66.0%. Reaction SMILES: Br[C:2]1[C:3]2[N:4]([N:8]=[C:9]([Cl:11])[N:10]=2)[CH:5]=[CH:6][CH:7]=1.[CH3:12][S:13]([C:16]1[CH:23]=[CH:22][CH:21]=[CH:20][C:17]=1[CH2:18][NH2:19])(=[O:15])=[O:14].Cl>>[Cl:11][C:9]1[N:10]=[C:3]2[C:2]([NH:19][CH2:18][C:17]3[CH:20]=[CH:21][CH:22]=[CH:23][C:16]=3[S:13]([CH3:12])(=[O:15])=[O:14])=[CH:7][CH:6]=[CH:5][N:4]2[N:8]=1. Reported procedure: (2-Chloro-[1,2,4]triazolo[1,5-a]pyridin-8-yl)-(2-methanesulfonyl-benzyl)-amine was prepared from 8-bromo-2-chloro-[1,2,4]triazolo[1,5-a]pyridine (470.0 mg, 2.022 mmol) and 2-methanesulfonyl-benzylamine; hydrochloride (500.0 mg, 2.255 mmol) in a manner analogous to Example 2d. Product isolated as a yellow solid (0.45 g, 66%). MP=161-163° C. 1H NMR (400 MHz, CDCl3, δ, ppm): 8.11 (d, J=7.6 Hz, 1H), 7.92 (d, J=6.6 Hz, 1H), 7.64-7.60 (m, 2H), 7.56-7.51 (m, 1H), 6.88 (t, J=7.5 Hz, 1H), 6.53 (d, J=7.8 ... Reactants: COc1ccc(Br)cc1S(=O)(=O)Cl, Cl, COC(=O)CC(N)c1ccccc1, C1CCOC1, c1ccncc1. The product is COC(=O)CC(NS(=O)(=O)c1cc(Br)ccc1OC)c1ccccc1. RXN SMILES: [Br:1][c:2]1[cH:3][cH:4][c:5]([O:12][CH3:13])[c:6]([S:8](=[O:9])(=[O:10])[Cl:11])[cH:7]1.[ClH:14].[NH2:15][CH:16]([CH2:17][C:18](=[O:19])[O:20][CH3:21])[c:22]1[cH:23][cH:24][cH:25][cH:26][cH:27]1.[O:34]1[CH2:35][CH2:36][CH2:37][CH2:38]1.[cH:28]1[cH:29][cH:30][n:31][cH:32][cH:33]1>>[Br:1][c:2]1[cH:3][cH:4][c:5]([O:12][CH3:13])[c:6]([S:8](=[O:9])(=[O:10])[NH:15][CH:16]([CH2:17][C:18](=[O:19])[O:20][CH3:21])[c:22]2[cH:23][cH:24][cH:25][cH:26][cH:27]2)[cH:7]1.